Dataset: the Open Reaction Database (ORD), a public repository of structured organic reaction records. Task: describe an organic reaction: reactants, conditions, products, and yield The reactants are solid, Cl.O1COC2=C1C=CC=C2C2CCN(CC2)CC[C@@H]2CC[C@H](CC2)N (Trans-4-[2-(4-Benzo[1,3]dioxol-4-yl-piperidin-1-yl)-ethyl]-cyclohexylamine hydrochloride), Cl.O1COC2=C1C=CC=C2C2CCN(CC2)CC[C@@H]2CC[C@H](CC2)N (Trans-4-[2-(4-Benzo[1,3]dioxol-4-yl-piperidin-1-yl)-ethyl]-cyclohexylamine hydrochloride), O1C(CCC1)CC(=O)O (2-(tetrahydrofuran-2-yl)acetic acid). Product: O1COC2=C1C=CC=C2C2CCN(CC2)CC[C@@H]2CC[C@H](CC2)NC(CC2OCCC2)=O (Trans-N-{4-[2-(4-Benzo[1,3]dioxol-4-yl-piperidin-1-yl)-ethyl]-cyclohexyl}-2-(tetrahydro-furan-2-yl)-acetamide). Reaction SMILES: Cl.[O:2]1[C:6]2[CH:7]=[CH:8][CH:9]=[C:10]([CH:11]3[CH2:16][CH2:15][N:14]([CH2:17][CH2:18][C@H:19]4[CH2:24][CH2:23][C@H:22]([NH2:25])[CH2:21][CH2:20]4)[CH2:13][CH2:12]3)[C:5]=2[O:4][CH2:3]1.[O:26]1[CH2:30][CH2:29][CH2:28][CH:27]1[CH2:31][C:32](O)=[O:33]>>[O:2]1[C:6]2[CH:7]=[CH:8][CH:9]=[C:10]([CH:11]3[CH2:16][CH2:15][N:14]([CH2:17][CH2:18][C@H:19]4[CH2:20][CH2:21][C@H:22]([NH:25][C:32](=[O:33])[CH2:31][CH:27]5[CH2:28][CH2:29][CH2:30][O:26]5)[CH2:23][CH2:24]4)[CH2:13][CH2:12]3)[C:5]=2[O:4][CH2:3]1 |f:0.1|. Procedure details: The title compound, white solid (9 mg, 25%), MS (ISP) m/z=443.5 [(M+H)+], was prepared in accordance with the general method of example 1 from Trans-4-[2-(4-Benzo[1,3]dioxol-4-yl-piperidin-1-yl)-ethyl]-cyclohexylamine hydrochloride (intermediate A) (29.4 mg, 0.080 mmol) and 2-(tetrahydrofuran-2-yl)acetic acid.